This data is from the Open Reaction Database (ORD), a public repository of structured organic reaction records. The task is: describe an organic reaction: reactants, conditions, products, and yield Reactants: O=C1CCC(=O)N1Br, O=C(OOC(=O)c1ccccc1)c1ccccc1, ClC(Cl)Cl, O=C1OCc2cc(Cl)c(Cl)cc21. Yields the product O=C1OC(Br)c2cc(Cl)c(Cl)cc21. Reaction SMILES: [Br:13][N:14]1[C:15](=[O:16])[CH2:17][CH2:18][C:19]1=[O:20].[C:21]([O:22][O:23][C:24](=[O:25])[c:26]1[cH:27][cH:28][cH:29][cH:30][cH:31]1)(=[O:32])[c:33]1[cH:34][cH:35][cH:36][cH:37][cH:38]1.[CH:39]([Cl:40])([Cl:41])[Cl:42].[Cl:1][c:2]1[cH:3][c:4]2[c:8]([cH:9][c:10]1[Cl:11])[C:7](=[O:12])[O:6][CH2:5]2>>[Cl:1][c:2]1[cH:3][c:4]2[c:8]([cH:9][c:10]1[Cl:11])[C:7](=[O:12])[O:6][CH:5]2[Br:13]. Reaction SMILES: [Cl-:27].[H-:24].[I:25][CH3:26].[Na+:23].[Na+:28].[O:29]=[CH:30][N:31]([CH3:32])[CH3:33].[nH:1]1[c:2](=[O:22])[cH:3][cH:4][c:5](-[c:7]2[c:8](-[c:16]3[cH:17][cH:18][cH:19][cH:20][cH:21]3)[n:9][n:10]3[c:11]2[cH:12][n:13][cH:14][cH:15]3)[cH:6]1>>[n:1]1([CH3:26])[c:2](=[O:22])[cH:3][cH:4][c:5](-[c:7]2[c:8](-[c:16]3[cH:17][cH:18][cH:19][cH:20][cH:21]3)[n:9][n:10]3[c:11]2[cH:12][n:13][cH:14][cH:15]3)[cH:6]1. The reactants are [Cl-], [H-], CI, [Na+], [Na+], CN(C)C=O, O=c1ccc(-c2c(-c3ccccc3)nn3ccncc23)c[nH]1. The product is Cn1cc(-c2c(-c3ccccc3)nn3ccncc23)ccc1=O. Starting materials: C(Cl)Cl (methylene chloride), O (water), Cl (HCl), C(C1=CC=CC=C1)N(C1=C(C=CC=C1Cl)Cl)C1=C(C=CC=C1)C=C(SC)S(=O)C (1-[N-benzyl-o-(2,6-dichloroanilino)phenyl]-2-methylsulfinyl-2-methylthioethylene), COCCOC (1,2-dimethoxyethane). Conditions: temperature 80 celsius, time 4 hour. Product: C(C1=CC=CC=C1)N(C1=C(C=CC=C1Cl)Cl)C1=C(C=CC=C1)CC(=O)O (N-benzyl-o-(2,6-dichloroanilino)phenyl acetic acid), C(C1=CC=CC=C1)N(C1=C(C=CC=C1Cl)Cl)C1=C(C=CC=C1)CC(=S)OC (methyl N-benzyl-o-(2,6-dichloroanilino)phenylthioacetate). Yield: 81.0%. Reaction SMILES: [CH2:1]([N:8]([C:17]1[CH:22]=[CH:21][CH:20]=[CH:19][C:18]=1[CH:23]=[C:24]([S:27](C)=O)SC)[C:9]1[C:14]([Cl:15])=[CH:13][CH:12]=[CH:11][C:10]=1[Cl:16])[C:2]1[CH:7]=[CH:6][CH:5]=[CH:4][CH:3]=1.Cl.C(Cl)Cl.[OH2:34].[CH3:35][O:36][CH2:37][CH2:38][O:39]C>>[CH2:1]([N:8]([C:17]1[CH:22]=[CH:21][CH:20]=[CH:19][C:18]=1[CH2:37][C:38]([OH:39])=[O:34])[C:9]1[C:10]([Cl:16])=[CH:11][CH:12]=[CH:13][C:14]=1[Cl:15])[C:2]1[CH:7]=[CH:6][CH:5]=[CH:4][CH:3]=1.[CH2:1]([N:8]([C:17]1[CH:22]=[CH:21][CH:20]=[CH:19][C:18]=1[CH2:23][C:24]([O:36][CH3:35])=[S:27])[C:9]1[C:14]([Cl:15])=[CH:13][CH:12]=[CH:11][C:10]=1[Cl:16])[C:2]1[CH:7]=[CH:6][CH:5]=[CH:4][CH:3]=1. Procedure: In 26 ml of 1,2-dimethoxyethane, 1.2 g (0.0026 mole) of 1-[N-benzyl-o-(2,6-dichloroanilino)phenyl]-2-methylsulfinyl-2-methylthioethylene was dissolved and then, 13 ml of conc. HCl was added and the mixture was stirred at 80° C. for 4 hours. The reaction mixture was cooled and 80 ml of methylene chloride and 10 ml of water were added to extract the reaction product and the separated water phase was further mixed with 70 ml of methylene chloride to extract the reaction product. Both of methylene c... Starting materials: CC1=CC=C(C2CO2)C=C1 (4-Methyl styrene oxide), CN (methylamine). Run in solution. Product: CNCC(C1=CC=C(C=C1)C)O (N-Methyl-β-hydroxy-4-methyl-phenethylamine). Isolated yield 71.2%. Reaction SMILES: [CH3:1][C:2]1[CH:10]=[CH:9][C:5]([CH:6]2[O:8][CH2:7]2)=[CH:4][CH:3]=1.[CH3:11][NH2:12]>>[CH3:11][NH:12][CH2:7][CH:6]([OH:8])[C:5]1[CH:9]=[CH:10][C:2]([CH3:1])=[CH:3][CH:4]=1. Reported procedure: 4-Methyl styrene oxide(1.0 g, 8.0 mmol) and 3 ml of methylamine in methanolic solution(28%) were charged into a flask. The flask was sealed and put in a refrigerator for 5–7 days. The solution was concentrated and the residue crystallized from ether, the title compound was obtained as white needle crystals, mp. 90.5–93.2° C., yield 71.2%.